Dataset: the Open Reaction Database (ORD), a public repository of structured organic reaction records. Task: describe an organic reaction: reactants, conditions, products, and yield Starting materials: COCCCN1C(=NC2=C1C=CC=C2)[C@H]2CN(CCC2)C(C[C@@H](CC2=CC=C(C=C2)N2CC(N(CC2)C2=CC=CC=C2)=O)NC(OC(C)(C)C)=O)=O (tert-Butyl (R)-4-((R)-3-(1-(3-methoxypropyl)-1H-benzo[d]imidazol-2-yl)piperidin-1-yl)-4-oxo-1-(4-(3-oxo-4-phenylpiperazin-1-yl)phenyl)butan-2-ylcarbamate), TEA. Solvent: C(Cl)Cl (DCM). Conditions: time 1 hour. The product is N[C@H](CC1=CC=C(C=C1)N1CC(N(CC1)C1=CC=CC=C1)=O)CC(=O)N1C[C@@H](CCC1)C1=NC2=C(N1CCCOC)C=CC=C2 (4-(4-((R)-2-amino-4-((R)-3-(1-(3-methoxypropyl)-1H-benzo[d]imidazol-2-yl)piperidin-1-yl)-4-oxobutyl)phenyl)-1-phenylpiperazin-2-one). Isolated yield 37.9%. RXN SMILES: [CH3:1][O:2][CH2:3][CH2:4][CH2:5][N:6]1[C:10]2[CH:11]=[CH:12][CH:13]=[CH:14][C:9]=2[N:8]=[C:7]1[C@@H:15]1[CH2:20][CH2:19][CH2:18][N:17]([C:21](=[O:52])[CH2:22][C@H:23]([NH:44]C(=O)OC(C)(C)C)[CH2:24][C:25]2[CH:30]=[CH:29][C:28]([N:31]3[CH2:36][CH2:35][N:34]([C:37]4[CH:42]=[CH:41][CH:40]=[CH:39][CH:38]=4)[C:33](=[O:43])[CH2:32]3)=[CH:27][CH:26]=2)[CH2:16]1>C(Cl)Cl>[NH2:44][C@@H:23]([CH2:22][C:21]([N:17]1[CH2:18][CH2:19][CH2:20][C@@H:15]([C:7]2[N:6]([CH2:5][CH2:4][CH2:3][O:2][CH3:1])[C:10]3[CH:11]=[CH:12][CH:13]=[CH:14][C:9]=3[N:8]=2)[CH2:16]1)=[O:52])[CH2:24][C:25]1[CH:26]=[CH:27][C:28]([N:31]2[CH2:36][CH2:35][N:34]([C:37]3[CH:42]=[CH:41][CH:40]=[CH:39][CH:38]=3)[C:33](=[O:43])[CH2:32]2)=[CH:29][CH:30]=1. Procedure: tert-Butyl (R)-4-((R)-3-(1-(3-methoxypropyl)-1H-benzo[d]imidazol-2-yl)piperidin-1-yl)-4-oxo-1-(4-(3-oxo-4-phenylpiperazin-1-yl)phenyl)butan-2-ylcarbamate (123A) (0.29 mmole, 206 mg) in DCM (10 mL) was added TEA (2 mL). The reaction solution was stirred at rt for 1 hr and then concentrated in vacuo. The residue was purified by preparative LC/MS (45-55% CH3CN in H2O) to afford 4-(4-((R)-2-Amino-4-((R)-3-(1-(3-methoxypropyl)-1H-benzo[d]imidazol-2-yl)piperidin-1-yl)-4-oxobutyl)phenyl)-1-phenylpipera... The reactants are [F-].[K+] (Potassium fluoride), C(CCC)OC1=NC=C(C=C1C=1NC(C=2C(N1)=C(N(N2)CCOC)CC)=O)C#C[Si](C)(C)C (5-(2-Butoxy-5-trimethylsilylethynyl-3-pyridinyl)-3-ethyl-2-(2-methoxy-ethyl)-2,6-dihydro-7H-pyrazolo[4,3-d]pyrimidin-7-one). Run in CN(C=O)C (N,N-dimethylformamide), C(C)(=O)OCC (ethyl acetate). Run at time 10 minute. The product is C(CCC)OC1=NC=C(C=C1C=1NC(C=2C(N1)=C(N(N2)CCOC)CC)=O)C#C (5-(2-Butoxy-5-ethynyl-3-pyridinyl)-3-ethyl-2-(2-methoxyethyl)-2,6-dihydro-7H-pyrazolo[4,3-d]pyrimidin-7-one). Isolated yield 99.8%. RXN SMILES: [F-].[K+].[CH2:3]([O:7][C:8]1[C:13]([C:14]2[NH:15][C:16](=[O:29])[C:17]3[C:18](=[C:20]([CH2:27][CH3:28])[N:21]([CH2:23][CH2:24][O:25][CH3:26])[N:22]=3)[N:19]=2)=[CH:12][C:11]([C:30]#[C:31][Si](C)(C)C)=[CH:10][N:9]=1)[CH2:4][CH2:5][CH3:6]>CN(C)C=O.C(OCC)(=O)C>[CH2:3]([O:7][C:8]1[C:13]([C:14]2[NH:15][C:16](=[O:29])[C:17]3[C:18](=[C:20]([CH2:27][CH3:28])[N:21]([CH2:23][CH2:24][O:25][CH3:26])[N:22]=3)[N:19]=2)=[CH:12][C:11]([C:30]#[CH:31])=[CH:10][N:9]=1)[CH2:4][CH2:5][CH3:6] |f:0.1|. Procedure details: Potassium fluoride (22 mg, 0.38 mmol) was added to a stirred solution of the title compound from Example 14 (90 mg, 0.19 mmol) in aqueous N,N-dimethylformamide (2 mL N,N-dimethylformamide/0.2 mL water) at 0° C. After 10 min the reaction was allowed to warm to room temperature and stirred for 2 h. The reaction mixture was diluted with ethyl acetate and washed with water, 1 N hydrochloric acid (3 times) and brine. The organic layer was dried (MgSO4) and concentrated to give the title compound as a... The reactants are BrC1=CC=CC(=N1)CN(S(=O)(=O)C1=C(C=CC=C1)Cl)CC(C)C (N-(6-bromo-pyridin-2-ylmethyl)-2-chloro-N-isobutyl-benzenesulfonamide), CS(=O)(=O)C=1C=C(C=CC1)B(O)O ((3-methylsulfonylphenyl)-boronic acid), C(=O)([O-])[O-].[Na+].[Na+] (Na2CO3). The reagents and catalysts are C1=CC=C(C=C1)P([C-]2C=CC=C2)C3=CC=CC=C3.C1=CC=C(C=C1)P([C-]2C=CC=C2)C3=CC=CC=C3.Cl[Pd]Cl.[Fe+2].ClCCl (dichloro[1,1′-bis(diphenylphosphino)ferrocene]palladium dichloromethane). The solvent is O1CCOCC1.O (dioxane water). The product is ClC1=C(C=CC=C1)S(=O)(=O)N(CC1=NC(=CC=C1)C1=CC(=CC=C1)S(=O)(=O)C)CC(C)C (2-chloro-N-isobutyl-N-[6-(3-methanesulfonyl-phenyl)-pyridin-2-ylmethyl]-benzenesulfonamide). As a reaction SMILES: Br[C:2]1[N:7]=[C:6]([CH2:8][N:9]([CH2:20][CH:21]([CH3:23])[CH3:22])[S:10]([C:13]2[CH:18]=[CH:17][CH:16]=[CH:15][C:14]=2[Cl:19])(=[O:12])=[O:11])[CH:5]=[CH:4][CH:3]=1.[CH3:24][S:25]([C:28]1[CH:29]=[C:30](B(O)O)[CH:31]=[CH:32][CH:33]=1)(=[O:27])=[O:26].C([O-])([O-])=O.[Na+].[Na+]>O1CCOCC1.O.C1C=CC(P(C2C=CC=CC=2)[C-]2C=CC=C2)=CC=1.C1C=CC(P(C2C=CC=CC=2)[C-]2C=CC=C2)=CC=1.Cl[Pd]Cl.[Fe+2].ClCCl>[Cl:19][C:14]1[CH:15]=[CH:16][CH:17]=[CH:18][C:13]=1[S:10]([N:9]([CH2:20][CH:21]([CH3:23])[CH3:22])[CH2:8][C:6]1[CH:5]=[CH:4][CH:3]=[C:2]([C:32]2[CH:31]=[CH:30][CH:29]=[C:28]([S:25]([CH3:24])(=[O:27])=[O:26])[CH:33]=2)[N:7]=1)(=[O:12])=[O:11] |f:2.3.4,5.6,7.8.9.10.11|. Procedure: In analogy to example 1, step 3, N-(6-bromo-pyridin-2-ylmethyl)-2-chloro-N-isobutyl-benzenesulfonamide was reacted with (3-methylsulfonylphenyl)-boronic acid, Na2CO3 and dichloro[1,1′-bis(diphenylphosphino)ferrocene]palladium dichloromethane adduct in dioxane/water to give 2-chloro-N-isobutyl-N-[6-(3-methanesulfonyl-phenyl)-pyridin-2-ylmethyl]-benzenesulfonamide as a colorless solid. MS: 492.9 ([M+H]+) The product is CCCCCC1COC(c2ccc(F)c(F)c2)OC1. Reactants: CCCCCC(CO)CO, ClCCl, Cc1ccccc1, ClC(Cl)Cl, O=Cc1ccc(F)c(F)c1, Cc1ccc(S(=O)(=O)O)cc1, c1ccccc1. Reaction SMILES: [CH2:1]([CH2:2][CH2:3][CH2:4][CH3:5])[CH:6]([CH2:7][OH:8])[CH2:9][OH:10].[CH2:32]([Cl:33])[Cl:34].[CH3:45][c:46]1[cH:47][cH:48][cH:49][cH:50][cH:51]1.[CH:35]([Cl:36])([Cl:37])[Cl:38].[F:11][c:12]1[cH:13][c:14]([CH:15]=[O:16])[cH:17][cH:18][c:19]1[F:20].[c:21]1([CH3:22])[cH:23][cH:24][c:25]([S:26]([OH:27])(=[O:28])=[O:29])[cH:30][cH:31]1.[cH:39]1[cH:40][cH:41][cH:42][cH:43][cH:44]1>>[CH2:1]([CH2:2][CH2:3][CH2:4][CH3:5])[CH:6]1[CH2:7][O:8][CH:15]([c:14]2[cH:13][c:12]([F:11])[c:19]([F:20])[cH:18][cH:17]2)[O:10][CH2:9]1.